This data is from the Open Reaction Database (ORD), a public repository of structured organic reaction records. The task is: describe an organic reaction: reactants, conditions, products, and yield Starting materials: CCCN(CCC)C(=O)c1cccc(C(=O)NC(CC(C)C)C(=O)OC)c1, Cc1ccccc1. Yields the product CCCN(CCC)C(=O)c1cccc(C(=O)NC(C=O)CC(C)C)c1. As a reaction SMILES: [CH3:1][O:2][C:3]([CH:4]([CH2:5][CH:6]([CH3:7])[CH3:8])[NH:9][C:10]([c:11]1[cH:12][c:13]([C:17](=[O:18])[N:19]([CH2:20][CH2:21][CH3:22])[CH2:23][CH2:24][CH3:25])[cH:14][cH:15][cH:16]1)=[O:26])=[O:27].[CH3:28][c:29]1[cH:30][cH:31][cH:32][cH:33][cH:34]1>>[O:2]=[CH:3][CH:4]([CH2:5][CH:6]([CH3:7])[CH3:8])[NH:9][C:10]([c:11]1[cH:12][c:13]([C:17](=[O:18])[N:19]([CH2:20][CH2:21][CH3:22])[CH2:23][CH2:24][CH3:25])[cH:14][cH:15][cH:16]1)=[O:26].